From a dataset of the Open Reaction Database (ORD), a public repository of structured organic reaction records. describe an organic reaction: reactants, conditions, products, and yield The reactants are FC(COC1=C(C=C(C=C1)C(C)=O)F)F (1-(4-(2,2-difluoroethoxy)-3-fluorophenyl)ethanone), CC(C)(C)[S@@](=O)N ((R)-2-methylpropane-2-sulfinamide), Amine-1. Product: FC(COC1=C(C=C(C=C1)C(C)N[S@](=O)C(C)(C)C)F)F ((R)—N-(1-(4-(2,2-difluoroethoxy)-3-fluorophenyl)ethyl)-2-methylpropane-2-sulfinamide). The yield is 84.0%. As a reaction SMILES: [F:1][CH:2]([F:15])[CH2:3][O:4][C:5]1[CH:10]=[CH:9][C:8]([C:11](=O)[CH3:12])=[CH:7][C:6]=1[F:14].[CH3:16][C:17]([S@:20]([NH2:22])=[O:21])([CH3:19])[CH3:18]>>[F:1][CH:2]([F:15])[CH2:3][O:4][C:5]1[CH:10]=[CH:9][C:8]([CH:11]([NH:22][S@@:20]([C:17]([CH3:19])([CH3:18])[CH3:16])=[O:21])[CH3:12])=[CH:7][C:6]=1[F:14]. Procedure details: The title compound is prepared in 84% yield (1.44 g, colorless oil) from 1-(4-(2,2-difluoroethoxy)-3-fluorophenyl)ethanone (1.16 g, 5.31 mmol, Step-4) and (R)-2-methylpropane-2-sulfinamide by the similar manner in Step-4 of Amine-1. Reactants: [H-].[Na+] (NaH), ONC(OC(C)(C)C)=O (tert-butyl hydroxycarbamate), ClCCC(=O)C1=CC=CC=C1 (3-chloro-1-phenylpropan-1-one). Solvent: C1CCOC1 (THF), C1CCOC1 (THF). Reaction conditions: temperature 0 celsius, time 10 minute. Yields the product O=C(CCONC(OC(C)(C)C)=O)C1=CC=CC=C1 (tert-butyl 3-oxo-3-phenylpropoxycarbamate). The yield is 69.7%. Reaction SMILES: [OH:1][NH:2][C:3](=[O:9])[O:4][C:5]([CH3:8])([CH3:7])[CH3:6].[H-].[Na+].Cl[CH2:13][CH2:14][C:15]([C:17]1[CH:22]=[CH:21][CH:20]=[CH:19][CH:18]=1)=[O:16]>C1COCC1>[O:16]=[C:15]([C:17]1[CH:22]=[CH:21][CH:20]=[CH:19][CH:18]=1)[CH2:14][CH2:13][O:1][NH:2][C:3](=[O:9])[O:4][C:5]([CH3:8])([CH3:7])[CH3:6] |f:1.2|. Procedure: To a cooled (0° C.) solution of tert-butyl hydroxycarbamate (1.90 g, 14.2 mmol) in THF (30 mL) was added NaH (0.285 g, 11.9 mmol). After stirring at 0° C. for 5 minutes and at room temperature for 10 minutes, the mixture was added to a solution of 3-chloro-1-phenylpropan-1-one (2.00 g, 11.9 mmol) in THF (10 mL). After stirring at room temperature for 30 minutes, the mixture was filtered, and the filtrate was concentrated under reduced pressure. The residue was chromatographed (20% ethyl acetate ...